From a dataset of the Open Reaction Database (ORD), a public repository of structured organic reaction records. describe an organic reaction: reactants, conditions, products, and yield Reactants: C(OC(Cl)(Cl)Cl)(OC(Cl)(Cl)Cl)=O (bis(trichloromethyl) carbonate), CN1CCC(CC1)N (1-methyl-piperidin-4-ylamine), [C@H]1(CCC2=CC=CC=C12)NC1=NC2=CC=C(C=C2C=C1)N ((R)—N2-indan-1-yl-quinoline-2,6-diamine). The product is [C@H]1(CCC2=CC=CC=C12)NC1=NC2=CC=C(C=C2C=C1)NC(=O)NC1CCN(CC1)C (1-[2-((R)-Indan-1-ylamino)-quinolin-6-yl]-3-(1-methyl-piperidin-4-yl)-urea). Reaction SMILES: [C:1](=[O:12])(OC(Cl)(Cl)Cl)OC(Cl)(Cl)Cl.[CH3:13][N:14]1[CH2:19][CH2:18][CH:17]([NH2:20])[CH2:16][CH2:15]1.[C@H:21]1([NH:30][C:31]2[CH:40]=[CH:39][C:38]3[C:33](=[CH:34][CH:35]=[C:36]([NH2:41])[CH:37]=3)[N:32]=2)[C:29]2[C:24](=[CH:25][CH:26]=[CH:27][CH:28]=2)[CH2:23][CH2:22]1>>[C@H:21]1([NH:30][C:31]2[CH:40]=[CH:39][C:38]3[C:33](=[CH:34][CH:35]=[C:36]([NH:41][C:1]([NH:20][CH:17]4[CH2:18][CH2:19][N:14]([CH3:13])[CH2:15][CH2:16]4)=[O:12])[CH:37]=3)[N:32]=2)[C:29]2[C:24](=[CH:25][CH:26]=[CH:27][CH:28]=2)[CH2:23][CH2:22]1. Reported procedure: The title compound was prepared in accordance with the general method 4 described in example 16 from bis(trichloromethyl) carbonate, 1-methyl-piperidin-4-ylamine and (R)—N2-indan-1-yl-quinoline-2,6-diamine; MS: m/e=415.5 (M+H+). Starting materials: C1(=CC=CC=C1)C(C)C (cumene), [N+](=O)(O)[O-] (nitric acid), S(O)(O)(=O)=O (sulfuric acid). Reaction conditions: time 1 hour. Yields the product C(C)(C)C1=CC=C(C=C1)[N+](=O)[O-] (4-isopropylnitrobenzene). Reaction SMILES: [C:1]1([CH:7]([CH3:9])[CH3:8])[CH:6]=[CH:5][CH:4]=[CH:3][CH:2]=1.[N+:10]([O-])([OH:12])=[O:11].S(=O)(=O)(O)O>>[CH:7]([C:1]1[CH:6]=[CH:5][C:4]([N+:10]([O-:12])=[O:11])=[CH:3][CH:2]=1)([CH3:9])[CH3:8]. Procedure details: To 100 g. of cumene at 10° C. is slowly added over a period of 2.5hours to a mixture of 70.5 ml. of concentrated nitric acid and 109ml. of concentrated sulfuric acid. The reaction mixture is stirred at 5° to 10° C. for 1 hour following the addition. The reaction mixture is poured onto 250 ml. of ice water and extracted with ether. The ether is dried and evaporated in vacuo and the residue distilled at 9.5 to 10.5 mm./Hg. The fraction boiling at 130° C. is taken and used as is in the next step. Starting materials: OC1=CC=C(CO)C=C1 (4-hydroxyl-benzyl alcohol), C(=O)([O-])[O-].[K+].[K+] (K2CO3), C(C#C)Br (propargyl bromide). Run in C(C)#N (acetonitrile), C1(=CC=CC=C1)C (toluene). Reaction conditions: temperature 50 celsius, time 1 hour. Product: C(C#C)OC1=CC=C(CO)C=C1 (4-prop-2-ynyloxy-benzyl Alcohol). The yield is 95.5%. RXN SMILES: [OH:1][C:2]1[CH:9]=[CH:8][C:5]([CH2:6][OH:7])=[CH:4][CH:3]=1.C([O-])([O-])=O.[K+].[K+].[CH2:16](Br)[C:17]#[CH:18]>C(#N)C.C1(C)C=CC=CC=1>[CH2:18]([O:1][C:2]1[CH:9]=[CH:8][C:5]([CH2:6][OH:7])=[CH:4][CH:3]=1)[C:17]#[CH:16] |f:1.2.3|. Procedure details: To a solution of 4-hydroxyl-benzyl alcohol 13 (2.5 g, 20 mmol) in acetonitrile (50 mL), K2CO3 (3.96 g, 200 mol %) was added at room temperature (see Scheme 4). After stirring for 1 h, the mixture was treated dropwise with an 80 wt % solution of propargyl bromide in toluene (3.27 g, 110 mol %) and the reaction mixture was heated to 50° C. for 48 h, cooled, filtered and concentrated under vacuum. The residue was purified by flash chromatography using an eluent of 100% to 30% hexane in AcOEt. Evapo... Product: COC1=CC=C(CN(S(=O)(=O)C=2C=CC3=C(OCCN3C3=C(C(=O)OC)C=CC=C3)C2)C=2SC=CN2)C=C1 (methyl 2-(7-(N-(4-methoxybenzyl)-N-(thiazol-2-yl)sulfamoyl)-2H-benzo[b][1,4]oxazin-4(3H)-yl)benzoate). Procedure details: A mixture of N-(4-methoxybenzyl)-N-(thiazol-2-yl)-3,4-dihydro-2H-benzo[b][1,4]oxazine-7-sulfonamide (Intermediate M; 500 mg, 1.196 mmol), methyl 2-bromobenzoate (687 mg, 2.99 mmol, Spectrochem), Pd2(dba3)2 (109 mg, 0.119 mmol), Xantphos (138 mg, 0.239 mmol) and sodium-tert-butoxide (229 mg, 2.392 mmol) in toluene (10 mL) was degassed for 10 minutes. The reaction mixture was subjected to microwave for 1 h at 100° C. After completion, reaction mixture was diluted with water (10 mL) and extracted w... The reactants are COC1=CC=C(CN(S(=O)(=O)C=2C=CC3=C(OCCN3)C2)C=2SC=CN2)C=C1 (N-(4-methoxybenzyl)-N-(thiazol-2-yl)-3,4-dihydro-2H-benzo[b][1,4]oxazine-7-sulfonamide), COC1=CC=C(CN(S(=O)(=O)C=2C=CC3=C(OCCN3)C2)C=2SC=CN2)C=C1 (N-(4-methoxybenzyl)-N-(thiazol-2-yl)-3,4-dihydro-2H-benzo[b][1,4]oxazine-7-sulfonamide), BrC1=C(C(=O)OC)C=CC=C1 (methyl 2-bromobenzoate), CC1(C2=C(C(=CC=C2)P(C3=CC=CC=C3)C4=CC=CC=C4)OC5=C(C=CC=C51)P(C6=CC=CC=C6)C7=CC=CC=C7)C (Xantphos), CC(C)([O-])C.[Na+] (sodium-tert-butoxide). The yield is 75.8%. Reaction SMILES: [CH3:1][O:2][C:3]1[CH:28]=[CH:27][C:6]([CH2:7][N:8]([C:22]2[S:23][CH:24]=[CH:25][N:26]=2)[S:9]([C:12]2[CH:13]=[CH:14][C:15]3[NH:20][CH2:19][CH2:18][O:17][C:16]=3[CH:21]=2)(=[O:11])=[O:10])=[CH:5][CH:4]=1.Br[C:30]1[CH:39]=[CH:38][CH:37]=[CH:36][C:31]=1[C:32]([O:34][CH3:35])=[O:33].CC1(C)C2C(=C(P(C3C=CC=CC=3)C3C=CC=CC=3)C=CC=2)OC2C(P(C3C=CC=CC=3)C3C=CC=CC=3)=CC=CC1=2.CC(C)([O-])C.[Na+]>C1(C)C=CC=CC=1.O>[CH3:1][O:2][C:3]1[CH:4]=[CH:5][C:6]([CH2:7][N:8]([C:22]2[S:23][CH:24]=[CH:25][N:26]=2)[S:9]([C:12]2[CH:13]=[CH:14][C:15]3[N:20]([C:30]4[CH:39]=[CH:38][CH:37]=[CH:36][C:31]=4[C:32]([O:34][CH3:35])=[O:33])[CH2:19][CH2:18][O:17][C:16]=3[CH:21]=2)(=[O:11])=[O:10])=[CH:27][CH:28]=1 |f:3.4|. Conditions: time 1 hour. Run in C1(=CC=CC=C1)C (toluene), O (water). The reactants are O (water), C1(CC1)C(=O)C(C(=O)OC(C)(C)C)C(=O)C=1C(=NC=CC1)SC (t-butyl 2-cyclopropanecarbonyl-3-(2-methylsulphenylpyridin-3-yl)-3-oxopropanoate), C1(=CC=C(C=C1)S(=O)(=O)O)C (4-toluenesulphonic acid), C(C)(=O)OCC (ethyl acetate). Solvent: C1(=CC=CC=C1)C (toluene). Conditions: time 8 hour. Product: C1(CC1)C(CC(=O)C=1C(=NC=CC1)SC)=O (1-cyclopropyl-3-(2-methylsulphenylpyridin-3-yl)propan-1,3-dione). Yield: 115.4%. RXN SMILES: [CH:1]1([C:4]([CH:6]([C:14]([C:16]2[C:17]([S:22][CH3:23])=[N:18][CH:19]=[CH:20][CH:21]=2)=[O:15])C(OC(C)(C)C)=O)=[O:5])[CH2:3][CH2:2]1.C1(C)C=CC(S(O)(=O)=O)=CC=1.C(OCC)(=O)C.O>C1(C)C=CC=CC=1>[CH:1]1([C:4](=[O:5])[CH2:6][C:14]([C:16]2[C:17]([S:22][CH3:23])=[N:18][CH:19]=[CH:20][CH:21]=2)=[O:15])[CH2:3][CH2:2]1. Procedure details: A mixture of t-butyl 2-cyclopropanecarbonyl-3-(2-methylsulphenylpyridin-3-yl)-3-oxopropanoate (9.44 g) and 4-toluenesulphonic acid (0.4 g) in dry toluene was stirred at reflux for 5 hours then allowed to stand at room temperature overnight. The mixture was stirred at reflux for a further 5 hours, cooled to room temperature and taken up into ethyl acetate and water. The phases were separated and the aqueous phase was further extracted with ethyl acetate. The combined organic extracts were dried (... The reactants are BrC1=CN=C2N1N=C(C=C2)NCCCC(F)(F)F ((3-bromo-imidazo[1,2-b]pyridazin-6-yl)-(4,4,4-trifluoro-butyl)-amine), CC1(OB(OC1(C)C)C1=CC=CC=2CCOC21)C (7-(4,4,5,5-tetramethyl-[1,3,2]dioxaborolan-2-yl)-2,3-dihydro-benzofuran), O.[O-]P(=O)([O-])[O-].[K+].[K+].[K+] (potassium phosphate tribasic monohydrate), ClCCl (dichloromethane), N#N (N2), N#N (N2). The reagents and catalysts are C1=CC=C(C=C1)P([C-]2C=CC=C2)C3=CC=CC=C3.C1=CC=C(C=C1)P([C-]2C=CC=C2)C3=CC=CC=C3.Cl[Pd]Cl.[Fe+2] ([1,1′-bis(diphenylphosphino)ferrocene]dichloropalladium(II)). The solvent is COCCOC (1,2-dimethoxyethane), O (water). Reaction conditions: temperature 85 celsius. The product is Cl.O1CCC2=C1C(=CC=C2)C2=CN=C1N2N=C(C=C1)NCCCC(F)(F)F ([3-(2,3-dihydro-benzofuran-7-yl)-imidazo[1,2-b]pyridazin-6-yl]-(4,4,4-trifluoro-butyl)-amine monohydrochloride salt). Yield: 406.2%. RXN SMILES: Br[C:2]1[N:6]2[N:7]=[C:8]([NH:11][CH2:12][CH2:13][CH2:14][C:15]([F:18])([F:17])[F:16])[CH:9]=[CH:10][C:5]2=[N:4][CH:3]=1.CC1(C)C(C)(C)OB([C:27]2[C:35]3[O:34][CH2:33][CH2:32][C:31]=3[CH:30]=[CH:29][CH:28]=2)O1.O.[O-]P([O-])([O-])=O.[K+].[K+].[K+].[Cl:46]CCl.N#N>COCCOC.C1C=CC(P(C2C=CC=CC=2)[C-]2C=CC=C2)=CC=1.C1C=CC(P(C2C=CC=CC=2)[C-]2C=CC=C2)=CC=1.Cl[Pd]Cl.[Fe+2].O>[ClH:46].[O:34]1[C:35]2[C:27]([C:2]3[N:6]4[N:7]=[C:8]([NH:11][CH2:12][CH2:13][CH2:14][C:15]([F:18])([F:17])[F:16])[CH:9]=[CH:10][C:5]4=[N:4][CH:3]=3)=[CH:28][CH:29]=[CH:30][C:31]=2[CH2:32][CH2:33]1 |f:2.3.4.5.6,10.11.12.13,15.16|. Procedure details: To a mixture of (3-bromo-imidazo[1,2-b]pyridazin-6-yl)-(4,4,4-trifluoro-butyl)-amine (442.4 mg, 1.4 mmol), 7-(4,4,5,5-tetramethyl-[1,3,2]dioxaborolan-2-yl)-2,3-dihydro-benzofuran [934586-50-2] (404.4 mg, 1.6 mmol), potassium phosphate tribasic monohydrate [27176-10-9] (632.1 mg, 2.7 mmol), and [1,1′-bis(diphenylphosphino)ferrocene]dichloropalladium(II), complex with dichloromethane [95464-05-4] (116.7 mg, 0.1 mmol) contained in a 50 mL round bottomed flask was added a solution of 30% (v/v) water... The reactants are C(C)OC1=CC(=C(CN2N=C(C3=CC=CC=C23)C2=NC=C(C(=N2)NC2=CC=NC=C2)OCCSC)C(=C1)F)F (2-[1-(4-ethoxy-2,6-difluorobenzyl)-1H-indazol-3-yl]-5-[2-(methylsulfanyl)ethoxy]-N-(pyridin-4-yl)pyrimidin-4-amine), ClC1=C(C=CC=C1)C(=O)OO (2-chlorobenzenecarboperoxoic acid), ClCCl (dichloromethane), S(=S)(=O)([O-])[O-].[Na+].[Na+] (sodium thiosulfate). The solvent is C(Cl)(Cl)Cl (chloroform), C(Cl)(Cl)Cl (chloroform). Conditions: time 5 minute. The product is C(C)OC1=CC(=C(CN2N=C(C3=CC=CC=C23)C2=NC=C(C(=N2)NC2=CC=NC=C2)OCCS(=O)C)C(=C1)F)F (2-[1-(4-ethoxy-2,6-difluorobenzyl)-1H-indazol-3-yl]-5-[2-(methylsulfinyl)ethoxy]-N-(pyridin-4-yl)pyrimidin-4-amine). Reaction SMILES: [CH2:1]([O:3][C:4]1[CH:37]=[C:36]([F:38])[C:7]([CH2:8][N:9]2[C:17]3[C:12](=[CH:13][CH:14]=[CH:15][CH:16]=3)[C:11]([C:18]3[N:23]=[C:22]([NH:24][C:25]4[CH:30]=[CH:29][N:28]=[CH:27][CH:26]=4)[C:21]([O:31][CH2:32][CH2:33][S:34][CH3:35])=[CH:20][N:19]=3)=[N:10]2)=[C:6]([F:39])[CH:5]=1)[CH3:2].ClC1C=CC=CC=1C(OO)=[O:48].ClCCl.S([O-])([O-])(=O)=S.[Na+].[Na+]>C(Cl)(Cl)Cl>[CH2:1]([O:3][C:4]1[CH:5]=[C:6]([F:39])[C:7]([CH2:8][N:9]2[C:17]3[C:12](=[CH:13][CH:14]=[CH:15][CH:16]=3)[C:11]([C:18]3[N:23]=[C:22]([NH:24][C:25]4[CH:26]=[CH:27][N:28]=[CH:29][CH:30]=4)[C:21]([O:31][CH2:32][CH2:33][S:34]([CH3:35])=[O:48])=[CH:20][N:19]=3)=[N:10]2)=[C:36]([F:38])[CH:37]=1)[CH3:2] |f:3.4.5|. Procedure details: To a solution of 1.24 g 2-[1-(4-ethoxy-2,6-difluorobenzyl)-1H-indazol-3-yl]-5-[2-(methylsulfanyl)ethoxy]-N-(pyridin-4-yl)pyrimidin-4-amine (4-16, 2.26 mmol, 1. eq.) in 2.15 ml of dry chloroform, was added slowly at 0° C. a solution of 557 mg 2-chlorobenzenecarboperoxoic acid (77%, 2.49 mmol, 1.1 eq.) in 2.15 ml chloroform. After 30 min dichloromethane and sodium thiosulfate-solution (10%) were added. The slurry was stirred for 5 min. After separating the solid (product) the aqueous layer was was... The reactants are FC(C1=CC=C(C=C1)C(=S)N)(F)F ((4-trifluoromethylphenyl)thiocarboxamide), BrCC=O (bromoacetaldehyde), Cl (hydrochloric acid). Solvent: C(C)O (ethanol). Yields the product FC(C1=CC=C(C=C1)C=1SC=CN1)(F)F (2-(4-trifluoromethylphenyl)thiazole). Yield: 49.3%. RXN SMILES: [F:1][C:2]([F:13])([F:12])[C:3]1[CH:8]=[CH:7][C:6]([C:9]([NH2:11])=[S:10])=[CH:5][CH:4]=1.Br[CH2:15][CH:16]=O.Cl>C(O)C>[F:13][C:2]([F:1])([F:12])[C:3]1[CH:8]=[CH:7][C:6]([C:9]2[S:10][CH:15]=[CH:16][N:11]=2)=[CH:5][CH:4]=1. Procedure details: In a manner similar to Step B of Example 1, the reaction of 10.0 grams (0.0487 mole) of (4-trifluoromethylphenyl)thiocarboxamide, 125 ml of ethanol, 8.35 grams (0.0490 mole) of bromoacetaldehyde, and 2 ml of concentrated hydrochloric acid produced 5.5 grams of 2-(4-trifluoromethylphenyl)thiazole as a solid. The reactants are O=C([O-])[O-], CN(C)C=O, CI, [Cs+], [Cs+], Nc1c(-c2ccc3c(c2)OCO3)c(O)nn1Cc1ccccc1, O. The product is COc1nn(Cc2ccccc2)c(N)c1-c1ccc2c(c1)OCO2. Reaction SMILES: [C:1](=[O:2])([O-:3])[O-:4].[CH3:33][N:34]([CH3:35])[CH:36]=[O:37].[CH3:7][I:8].[Cs+:5].[Cs+:6].[NH2:9][c:10]1[c:11](-[c:23]2[cH:24][c:25]3[c:26]([cH:30][cH:31]2)[O:27][CH2:28][O:29]3)[c:12]([OH:22])[n:13][n:14]1[CH2:15][c:16]1[cH:17][cH:18][cH:19][cH:20][cH:21]1.[OH2:32]>>[CH3:1][O:22][c:12]1[c:11](-[c:23]2[cH:24][c:25]3[c:26]([cH:30][cH:31]2)[O:27][CH2:28][O:29]3)[c:10]([NH2:9])[n:14]([CH2:15][c:16]2[cH:17][cH:18][cH:19][cH:20][cH:21]2)[n:13]1.